Dataset: the Open Reaction Database (ORD), a public repository of structured organic reaction records. Task: describe an organic reaction: reactants, conditions, products, and yield Starting materials: C(C)OC1=C(C=CC=C1)I (1-ethoxy-2-iodobenzene), C(CCC)C1CCN(CC1)CCCC#N (4-(4-n-Butylpiperidin-1-yl)butanenitrile), Mg, crude product, CCOC(=O)C (EtOAc). Solvent: CCOCC (Et2O), C(Cl)Cl (CH2Cl2). Reaction conditions: temperature 40 celsius, time 3 hour. Yields the product C(CCC)C1CCN(CC1)CCCC(=O)C1=C(C=CC=C1)OCC (4-n-Butyl-1-[4-(2ethoxyphenyl)-4-oxo-1-butyl]piperidine). Yield: 34.0%. Reaction SMILES: [CH2:1]([O:3][C:4]1[CH:9]=[CH:8][CH:7]=[CH:6][C:5]=1I)[CH3:2].[CH2:11]([CH:15]1[CH2:20][CH2:19][N:18]([CH2:21][CH2:22][CH2:23][C:24]#N)[CH2:17][CH2:16]1)[CH2:12][CH2:13][CH3:14].CC[O:28]C(C)=O>CCOCC.C(Cl)Cl>[CH2:11]([CH:15]1[CH2:20][CH2:19][N:18]([CH2:21][CH2:22][CH2:23][C:24]([C:5]2[CH:6]=[CH:7][CH:8]=[CH:9][C:4]=2[O:3][CH2:1][CH3:2])=[O:28])[CH2:17][CH2:16]1)[CH2:12][CH2:13][CH3:14]. Procedure details: In a 10 mL oven-dried flask was added Mg turnings (94 mg, 3.8 mmol) which was activated by the use of a heat-gun under vacuum. Under inert atmosphere was added a suspension of 1-ethoxy-2-iodobenzene (0.71 g, 2.9 mmol) in Et2O (3 mL) and the reaction mixture was allowed to reflux for 3 hours. Compound 4 (0.40 g, 1.9 mmol) dissolved in CH2Cl2 (3 mL) was added and the mixture was stirred at 40° C. for additional 3 hours. The reaction mixture was quenched by addition of H2SO4 (10 mL, 2 M) and left s... Starting materials: TEA, C(C)(=O)OC(C)=O (Acetic anhydride), CN1C=NC=C1C(=O)C1CCN(CC1)C(=O)OC(C)(C)C (tert-Butyl 4-(1-methyl-1H-imidazole-5-carbonyl)piperidine-1-carboxylate), CN1C=NC=C1C(=O)C1CCN(CC1)C(=O)OC(C)(C)C (tert-Butyl 4-(1-methyl-1H-imidazole-5-carbonyl)piperidine-1-carboxylate), C(=O)(C(F)(F)F)O (TFA). Conditions: time 2.5 hour. Product: CN1C=NC=C1C(=O)C1CCN(CC1)C(C)=O (1-(4-(1-Methyl-1H-imidazole-5-carbonyl)piperidin-1-yl)ethanone). As a reaction SMILES: [CH3:1][N:2]1[C:6]([C:7]([CH:9]2[CH2:14][CH2:13][N:12]([C:15]([O:17]C(C)(C)C)=O)[CH2:11][CH2:10]2)=[O:8])=[CH:5][N:4]=[CH:3]1.[C:22](O)(C(F)(F)F)=O.C(OC(=O)C)(=O)C>C(Cl)Cl>[CH3:1][N:2]1[C:6]([C:7]([CH:9]2[CH2:14][CH2:13][N:12]([C:15](=[O:17])[CH3:22])[CH2:11][CH2:10]2)=[O:8])=[CH:5][N:4]=[CH:3]1. The solvent is C(Cl)Cl (DCM). Procedure: A homogeneous yellow solution of tert-butyl 4-(1-methyl-1H-imidazole-5-carbonyl)piperidine-1-carboxylate (10.1 g, 34.4 mmol; Intermediate 53, step b) in DCM (172 mL) was treated with TFA (26.4 mL, 344 mmol) and stirred at room temperature for 2.5 hours. The reaction was concentrated, toluene (2×100 mL) was added and the mixture concentrated again and the resulting clear light amber residue was taken up in DCM (344 mL) and TEA (23.9 mL, 172 mmol). Acetic anhydride (3.91 mL, 41.3 mmol) was added d...